The task is: describe an organic reaction: reactants, conditions, products, and yield. This data is from the Open Reaction Database (ORD), a public repository of structured organic reaction records. The reactants are CC1=NNC(=C1C1=CC=C(C=C1)Cl)N (3-Methyl-4-(4-chlorophenyl)-1H-pyrazol-5-amine), COC1=CC=C(C=C1)C(CC(=O)OCC)=O (ethyl 3-(4-methoxyphenyl)-3-oxopropanoate). The solvent is N1=CC=CC=C1 (pyridine). Product: ClC1=CC=C(C=C1)C=1C(=NN2C1NC(C=C2C2=CC=C(C=C2)OC)=O)C (3-(4-chlorophenyl)-7-(4-methoxyphenyl)-2-methylpyrazolo[1,5-a]pyrimidin-5(4H)-one). Yield: 48.2%. RXN SMILES: [CH3:1][C:2]1[C:6]([C:7]2[CH:12]=[CH:11][C:10]([Cl:13])=[CH:9][CH:8]=2)=[C:5]([NH2:14])[NH:4][N:3]=1.[CH3:15][O:16][C:17]1[CH:22]=[CH:21][C:20]([C:23](=O)[CH2:24][C:25](OCC)=[O:26])=[CH:19][CH:18]=1>N1C=CC=CC=1>[Cl:13][C:10]1[CH:9]=[CH:8][C:7]([C:6]2[C:2]([CH3:1])=[N:3][N:4]3[C:23]([C:20]4[CH:21]=[CH:22][C:17]([O:16][CH3:15])=[CH:18][CH:19]=4)=[CH:24][C:25](=[O:26])[NH:14][C:5]=23)=[CH:12][CH:11]=1. Procedure details: 3-Methyl-4-(4-chlorophenyl)-1H-pyrazol-5-amine (166 mg) and ethyl 3-(4-methoxyphenyl)-3-oxopropanoate (266 mg) are stirred overnight at 95° C. in a pyridine (10 mL) solvent. After lowering reaction temperature to room temperature, the reaction solvent is removed by distillation under reduced pressure. The remainder is extracted with ethyl acetate and water. The extracted organic layer is washed with brine and dehydrated with anhydrous MgSO4. The dehydrated organic layer is distilled under reduce... Product: CC1CCc2ncnc(N3CCN(C(=O)OC(C)(C)C)CC3)c21. Starting materials: CC(C)(C)OC(=O)N1CCNCC1, CN1CCCC1=O, CCOC(C)=O, CC1CCc2ncnc(Cl)c21. As a reaction SMILES: [C:12](=[O:13])([O:14][C:15]([CH3:16])([CH3:17])[CH3:18])[N:19]1[CH2:20][CH2:21][NH:22][CH2:23][CH2:24]1.[CH3:25][N:26]1[CH2:27][CH2:28][CH2:29][C:30]1=[O:31].[CH3:32][CH2:33][O:34][C:35](=[O:36])[CH3:37].[Cl:1][c:2]1[c:3]2[c:4]([n:5][cH:6][n:7]1)[CH2:8][CH2:9][CH:10]2[CH3:11]>>[c:2]1([N:22]2[CH2:21][CH2:20][N:19]([C:12](=[O:13])[O:14][C:15]([CH3:16])([CH3:17])[CH3:18])[CH2:24][CH2:23]2)[c:3]2[c:4]([n:5][cH:6][n:7]1)[CH2:8][CH2:9][CH:10]2[CH3:11]. The reactants are C(C)(=O)O (acetic acid), C(C)OC(=O)[C@@H]1N[C@H]1C1=C(C=C(C=C1C)C)C.N1CC1 (aziridine ethyl (2R,3S)-3-mesityl-aziridine-2-carboxylate), CO (methanol), C(Cl)(Cl)Cl (CHCl3). Reagents/catalysts: [Pd] (Pd/C). Reaction conditions: time 48 hour. Product: C(C)OC([C@@H](NC1=C(C=C(C=C1C)C)C)C)=O ((2S)-Mesityl alanine ethyl ester). RXN SMILES: C(OC([C@H]1[C@H]([C:9]2[C:14]([CH3:15])=[CH:13][C:12]([CH3:16])=[CH:11][C:10]=2[CH3:17])N1)=O)C.[NH:18]1[CH2:20][CH2:19]1.[C:21](O)(=[O:23])C.[CH:25](Cl)(Cl)Cl.[CH3:29][OH:30]>[Pd]>[CH2:29]([O:30][C:21](=[O:23])[C@H:20]([CH3:19])[NH:18][C:9]1[C:10]([CH3:17])=[CH:11][C:12]([CH3:16])=[CH:13][C:14]=1[CH3:15])[CH3:25] |f:0.1|. Procedure details: 9.9 g (42.42 mmol) of the aziridine ethyl (2R,3S)-3-mesityl-aziridine-2-carboxylate were dissolved in a high pressure reactor in 300 mL of methanol, and 990 mg of Pd/C and 10 mL of acetic acid (84.84 mmol) were added next. The system was purged with vacuum/nitrogen cycles and then the reactor was pressurized with 40 bar of hydrogen. The reaction mixture was maintained under stirring at room temperature for 48 hours. After this time, the catalyst was removed by means of celite filtration and the ... Reactants: C1CCOC1, COC(=O)c1ccc(OC)c2c1OCC1(COCOC1)CO2, C[Si](C)(C)[N-][Si](C)(C)C, Cc1c(Cl)cncc1Cl, [Li+]. Reaction SMILES: [CH2:42]1[O:43][CH2:44][CH2:45][CH2:46]1.[CH3:10][O:11][C:12](=[O:13])[c:14]1[cH:15][cH:16][c:17]([O:30][CH3:31])[c:18]2[c:24]1[O:23][CH2:22][C:21]1([CH2:20][O:19]2)[CH2:25][O:26][CH2:27][O:28][CH2:29]1.[CH3:33][Si:34]([N-:35][Si:36]([CH3:37])([CH3:38])[CH3:39])([CH3:40])[CH3:41].[Cl:1][c:2]1[cH:3][n:4][cH:5][c:6]([Cl:9])[c:7]1[CH3:8].[Li+:32]>>[Cl:1][c:2]1[cH:3][n:4][cH:5][c:6]([Cl:9])[c:7]1[CH2:8][C:12](=[O:11])[c:14]1[cH:15][cH:16][c:17]([O:30][CH3:31])[c:18]2[c:24]1[O:23][CH2:22][C:21]1([CH2:20][O:19]2)[CH2:25][O:26][CH2:27][O:28][CH2:29]1. The product is COc1ccc(C(=O)Cc2c(Cl)cncc2Cl)c2c1OCC1(COCOC1)CO2. Reaction conditions: temperature -78 celsius, time 1 hour. Yield: 96.0%. RXN SMILES: [CH3:1][O:2][C:3]1[CH:12]=[C:11]([N:13]([C:24]2[CH:29]=[CH:28][C:27]([C:30](OC)=[O:31])=[CH:26][CH:25]=2)[C:14]2[CH:19]=[CH:18][C:17]([C:20](OC)=[O:21])=[CH:16][CH:15]=2)[CH:10]=[CH:9][C:4]=1[C:5](OC)=[O:6].[H-].[Al+3].[Li+].[H-].[H-].[H-].O>O1CCCC1.ClCCl>[OH:21][CH2:20][C:17]1[CH:16]=[CH:15][C:14]([N:13]([C:24]2[CH:25]=[CH:26][C:27]([CH2:30][OH:31])=[CH:28][CH:29]=2)[C:11]2[CH:10]=[CH:9][C:4]([CH2:5][OH:6])=[C:3]([O:2][CH3:1])[CH:12]=2)=[CH:19][CH:18]=1 |f:1.2.3.4.5.6|. Run in ClCCl (dichloromethane), O1CCCC1 (THF), O1CCCC1 (tetrahydrofuran). Reactants: O (water), COC1=C(C(=O)OC)C=CC(=C1)N(C1=CC=C(C=C1)C(=O)OC)C1=CC=C(C=C1)C(=O)OC (methyl 2-methoxy-4-(N,N-bis(4-methoxycarbonylphenyl)amino)benzoate), [H-].[Al+3].[Li+].[H-].[H-].[H-] (lithium aluminium hydride). Procedure details: A solution of compound 7 (1.35 g, 3 mmol) in 20 mL of THF is added dropwise to a suspension of lithium aluminium hydride (LiAlH4, 1.7 g, 45 mmol, 15 eq.) in dry tetrahydrofuran (THF) (30 mL) at −78° C. The temperature of the medium is allowed to return to room temperature and then the reaction is heated under reflux with stirring. After 1 hour, the solution is cooled to −78° C. and diluted with dichloromethane, and then water (10 mL) is slowly poured in. The solid obtained is filtered and washed... Product: OCC1=CC=C(C=C1)N(C1=CC(=C(C=C1)CO)OC)C1=CC=C(C=C1)CO ((4-{bis[4-(hydroxymethyl)phenyl]amino}-2-methoxyphenyl)methanol). The reactants are CC(C1CCCCN1)N(C)C, CCOC(C)=O, CC(C)=O, ClC(Cl)Cl, Cl, O=C(Cl)Cc1ccc(C(F)(F)F)cc1. Yields the product CC(C1CCCCN1C(=O)Cc1ccc(C(F)(F)F)cc1)N(C)C, Cl. Reaction SMILES: [CH3:1][N:2]([CH:3]([CH3:4])[CH:5]1[NH:6][CH2:7][CH2:8][CH2:9][CH2:10]1)[CH3:11].[CH3:27][CH2:28][O:29][C:30](=[O:31])[CH3:32].[CH3:37][C:38](=[O:39])[CH3:40].[Cl:33][CH:34]([Cl:35])[Cl:36].[ClH:26].[F:12][C:13]([c:14]1[cH:15][cH:16][c:17]([CH2:20][C:21](=[O:22])[Cl:23])[cH:18][cH:19]1)([F:24])[F:25]>>[CH3:1][N:2]([CH:3]([CH3:4])[CH:5]1[N:6]([C:21]([CH2:20][c:17]2[cH:16][cH:15][c:14]([C:13]([F:12])([F:24])[F:25])[cH:19][cH:18]2)=[O:22])[CH2:7][CH2:8][CH2:9][CH2:10]1)[CH3:11].[ClH:23]. Run in O1CCOCC1 (dioxan). RXN SMILES: [N:1]1([CH2:6][C:7]2[NH:8][CH:9]=[CH:10][CH:11]=2)[CH:5]=[CH:4][N:3]=[CH:2]1.[C:12](#[N:15])[CH:13]=[CH2:14].[OH-].C([N+](C)(C)C)C1C=CC=CC=1.O>O1CCOCC1>[C:12]([CH2:13][CH2:14][N:8]1[CH:9]=[CH:10][CH:11]=[C:7]1[CH2:6][N:1]1[CH:5]=[CH:4][N:3]=[CH:2]1)#[N:15] |f:2.3|. Yields the product C(#N)CCN1C(=CC=C1)CN1C=NC=C1 (1-(2-cyanoethyl)-2-(imidazol-1-ylmethyl)pyrrole). Reactants: O (water), N1(C=NC=C1)CC=1NC=CC1 (2-(Imidazol-1-ylmethyl)pyrrole), C(C=C)#N (acrylonitrile), [OH-].C(C1=CC=CC=C1)[N+](C)(C)C (benzyltrimethylammonium hydroxide). Reported procedure: 2-(Imidazol-1-ylmethyl)pyrrole (4.41 g) and acrylonitrile (6.0 ml) were dissolved in dioxan (75 ml) and benzyltrimethylammonium hydroxide (1.5 ml of 40% solution in methanol) was added. The mixture was warmed to 55° for 1 hour and then allowed to stand at room temperature for 18 hours. It was then poured into water and the mixture was extracted with ethyl acetate. The combined ethyl acetate extracts were washed with water and dried (Na2SO4). Evaporation of the solvent gave an oil which was chrom... Reaction conditions: time 18 hour. The reactants are [OH-].[Na+] (NaOH), C(C)(=O)N1C(C(N(CC2=C1C=CC(=C2)C(=O)NC2=NC(=CC=C2)N)C)=O)CC(=O)OC (methyl (±)-1-acetyl-7-[[(6-amino-2-pyridinyl)amino]carbonyl]-4-methyl-3-oxo-2,3,4,5-tetrahydro-1H-1,4-benzodiazepine-2-acetate), CO (MeOH). Run in O (H2O). Run at time 18 hour. Product: C(C)(=O)N1C(C(N(CC2=C1C=CC(=C2)C(=O)NC2=NC(=CC=C2)N)C)=O)CC(=O)O ((±)-1-Acetyl-7-[[(6-amino-2-pyridinyl)amino]carbonyl]-4-methyl-3-oxo-2,3,4,5-tetrahydro-1H-1,4-benzodiazepine-2-acetic acid). Yield: 96.8%. Reaction SMILES: [OH-].[Na+].[C:3]([N:6]1[C:12]2[CH:13]=[CH:14][C:15]([C:17]([NH:19][C:20]3[CH:25]=[CH:24][CH:23]=[C:22]([NH2:26])[N:21]=3)=[O:18])=[CH:16][C:11]=2[CH2:10][N:9]([CH3:27])[C:8](=[O:28])[CH:7]1[CH2:29][C:30]([O:32]C)=[O:31])(=[O:5])[CH3:4].CO>O>[C:3]([N:6]1[C:12]2[CH:13]=[CH:14][C:15]([C:17]([NH:19][C:20]3[CH:25]=[CH:24][CH:23]=[C:22]([NH2:26])[N:21]=3)=[O:18])=[CH:16][C:11]=2[CH2:10][N:9]([CH3:27])[C:8](=[O:28])[CH:7]1[CH2:29][C:30]([OH:32])=[O:31])(=[O:5])[CH3:4] |f:0.1|. Procedure: 1 N NaOH (1.0 mL, 1.0 mmol) was added to a cold solution of methyl (±)-1-acetyl-7-[[(6-amino-2-pyridinyl)amino]carbonyl]-4-methyl-3-oxo-2,3,4,5-tetrahydro-1H-1,4-benzodiazepine-2-acetate (0.23 g, 0.54 mmol), MeOH (2 mL) and H2O (1 mL). The solution was stirred at room temperature for 18 h then was concentrated. Chromatography (ODS, 10% CH3CN/H2O-0.1% TFA) gave the title compound (0.215 g, 90%): 1H NMR (400 MHz, DMSO-d6) δ1.7-1.9 (s, 3H), 2.0-2.6 (m, 2H), 3.0-3.1 (s, 3H), 4.1-4.2 (d, 1H), 4.7-4.8...